From a dataset of the Open Reaction Database (ORD), a public repository of structured organic reaction records. describe an organic reaction: reactants, conditions, products, and yield RXN SMILES: [Cl:1][C:2]1[CH:7]=[C:6]([O:8][CH3:9])[C:5]([O:10][CH2:11][C:12]2[C:17]([O:18][CH3:19])=[CH:16][CH:15]=[C:14]([F:20])[C:13]=2[F:21])=[CH:4][C:3]=1[N:22]1[C:30](=[O:31])[NH:29][C:28]2[C:23]1=[N:24][C:25]([C:32]([O:34]CC)=[O:33])=[N:26][CH:27]=2.O1CCCC1.O.[OH-].[Li+].Cl>O.CO>[C:32]([C:25]1[N:24]=[C:23]2[C:28]([NH:29][C:30](=[O:31])[N:22]2[C:3]2[CH:4]=[C:5]([O:10][CH2:11][C:12]3[C:17]([O:18][CH3:19])=[CH:16][CH:15]=[C:14]([F:20])[C:13]=3[F:21])[C:6]([O:8][CH3:9])=[CH:7][C:2]=2[Cl:1])=[CH:27][N:26]=1)([OH:34])=[O:33] |f:2.3.4|. The yield is 46.5%. Conditions: time 2 hour. Reactants: ClC1=C(C=C(C(=C1)OC)OCC1=C(C(=CC=C1OC)F)F)N1C2=NC(=NC=C2NC1=O)C(=O)OCC (9-[2-chloro-5-(2,3-difluoro-6-methoxy-benzyloxy)-4-methoxyphenyl]-2-ethoxycarbonyl-7,9-dihydro-8H-purin-8-one), O1CCCC1 (tetrahydrofuran), O.[OH-].[Li+] (lithium hydroxide monohydrate), Cl (hydrochloric acid). The solvent is O (water), CO (methanol). Procedure details: To 9-[2-chloro-5-(2,3-difluoro-6-methoxybenzyloxy)-4-methoxyphenyl]-2-cyano-7,9-dihydro-8H-purin-8-one (0.12 g) was added hydrochloric acid (20% ethanol solution, 3 mL), and the mixture was stirred at room temperature overnight. To the reaction mixture was added water, and the precipitated crystals were collected by filtration. The crystals were washed with water and diethyl ether, and dried under reduced pressure. The obtained crystals were purified by column chromatography on silica gel (eluen... The product is C(=O)(O)C1=NC=C2NC(N(C2=N1)C1=C(C=C(C(=C1)OCC1=C(C(=CC=C1OC)F)F)OC)Cl)=O (2-Carboxy-9-[2-chloro-5-(2,3-difluoro-6-methoxybenzyloxy)-4-methoxyphenyl]-7,9-dihydro-8H-purin-8-one).